From a dataset of the Open Reaction Database (ORD), a public repository of structured organic reaction records. describe an organic reaction: reactants, conditions, products, and yield Starting materials: BrC1=CC=C(C=C1)C1CCN(CC1)C(C)=O (1-[4-(4-bromophenyl)piperidin-1-yl]ethanone), COC(=O)C1=CNC2=CC(=C(C=C12)B1OCC(CO1)(C)C)Cl (methyl-6-chloro-5-(5,5-dimethyl-1,3,2-dioxaborinan-2-yl)-1H-indole-3-carboxylate), C([O-])([O-])=O.[K+].[K+] (potassium carbonate). The solvent is O1CCOCC1.O (1,4-dioxane H2O). Reaction conditions: temperature 90 celsius. Product: C(C)(=O)N1CCC(CC1)C1=CC=C(C=C1)C=1C=C2C(=CNC2=CC1Cl)C(=O)OC (methyl 5-[4-(1-acetylpiperidin-4-yl)phenyl]-6-chloro-1H-indole-3-carboxylate). Yield: 83.4%. As a reaction SMILES: Br[C:2]1[CH:7]=[CH:6][C:5]([CH:8]2[CH2:13][CH2:12][N:11]([C:14](=[O:16])[CH3:15])[CH2:10][CH2:9]2)=[CH:4][CH:3]=1.[CH3:17][O:18][C:19]([C:21]1[C:29]2[C:24](=[CH:25][C:26]([Cl:38])=[C:27](B3OCC(C)(C)CO3)[CH:28]=2)[NH:23][CH:22]=1)=[O:20].C(=O)([O-])[O-].[K+].[K+]>O1CCOCC1.O>[C:14]([N:11]1[CH2:12][CH2:13][CH:8]([C:5]2[CH:6]=[CH:7][C:2]([C:27]3[CH:28]=[C:29]4[C:24](=[CH:25][C:26]=3[Cl:38])[NH:23][CH:22]=[C:21]4[C:19]([O:18][CH3:17])=[O:20])=[CH:3][CH:4]=2)[CH2:9][CH2:10]1)(=[O:16])[CH3:15] |f:2.3.4,5.6|. Reported procedure: To a solution of 1-[4-(4-bromophenyl)piperidin-1-yl]ethanone (200 mg, 0.70 mmol) in 1,4-dioxane/H2O (5 mL/1 mL) was added methyl-6-chloro-5-(5,5-dimethyl-1,3,2-dioxaborinan-2-yl)-1H-indole-3-carboxylate (183 mg, 1.20 mmol), potassium carbonate (270 mg, 2.10 mmol) and PddppfCl2 (50 mg, 0.070 mmol). The reaction mixture was degassed with nitrogen and the mixture was heated to 90° C. for 30 minutes. The reaction was concentrated under reduced pressure to give a crude product. The material was parti... The reactants are C(C)C1=C(N)C=CC=C1 (2-ethyl aniline), C(C)C1=C(C=C(C=C1)[N+](=O)[O-])O (2-ethyl-5-nitrophenol), C(C)C1=C(C=C(C=C1)[N+](=O)[O-])O (2-ethyl-5-nitrophenol), C(=O)([O-])[O-].[K+].[K+] (K2CO3), CI (MeI). The solvent is O (H2O), CC(=O)C (acetone). Conditions: temperature 70 celsius. Yields the product C(C)C1=C(C=C(C=C1)[N+](=O)[O-])OC (1-Ethyl-2-methoxy-4-nitrobenzene). As a reaction SMILES: [CH2:1](C1C=CC=CC=1N)C.[CH2:10]([C:12]1[CH:17]=[CH:16][C:15]([N+:18]([O-:20])=[O:19])=[CH:14][C:13]=1[OH:21])[CH3:11].C([O-])([O-])=O.[K+].[K+].CI>CC(C)=O.O>[CH2:10]([C:12]1[CH:17]=[CH:16][C:15]([N+:18]([O-:20])=[O:19])=[CH:14][C:13]=1[O:21][CH3:1])[CH3:11] |f:2.3.4|. Reported procedure: Following published procedures 2-ethyl aniline was nitrated (Bergman, J.; Sand, P. Tetrahedron 1990, 46, 1085) and then converted to 2-ethyl-5-nitrophenol (PCT WO 1995/15954). A mixture of 2-ethyl-5-nitrophenol (0.320 g, 1.92 mmol), K2CO3 (0.200 g, 1.44 mmol) and MeI (0.300 g, 2.11 mmol) in acetone (4.0 mL) was heated at 70° C. for 15 h. The solution was cooled to rt, diluted with H2O, concentrated and extracted with CH2Cl2 (3×30 mL). The combined organic layers were dried over anhydrous Na2SO4 ... Starting materials: N(C#N)C=1C=C(C=CC1)C(F)(F)F (3-cyanamidobenzotrifluoride), Cl.COC1=C(N)C=C(C=C1)C(F)(F)F (2-methoxy-5-triflouromethylaniline hydrochloric acid salt). The solvent is C(C)#N (acetonitrile). Product: COC1=C(C=C(C=C1)C(F)(F)F)NC(=N)NC1=CC(=CC=C1)C(F)(F)F (1-(2-Methoxy-5-(trifluoromethyl)phenyl)-3-(3-(trifluoromethyl)phenyl)guanidine). As a reaction SMILES: [NH:1]([C:4]1[CH:5]=[C:6]([C:10]([F:13])([F:12])[F:11])[CH:7]=[CH:8][CH:9]=1)[C:2]#[N:3].Cl.[CH3:15][O:16][C:17]1[CH:23]=[CH:22][C:21]([C:24]([F:27])([F:26])[F:25])=[CH:20][C:18]=1[NH2:19]>C(#N)C>[CH3:15][O:16][C:17]1[CH:23]=[CH:22][C:21]([C:24]([F:25])([F:26])[F:27])=[CH:20][C:18]=1[NH:19][C:2]([NH:1][C:4]1[CH:9]=[CH:8][CH:7]=[C:6]([C:10]([F:11])([F:12])[F:13])[CH:5]=1)=[NH:3] |f:1.2|. Procedure details: A mixture of 3-cyanamidobenzotrifluoride (0.40 g, 2.15 mmol), 2-methoxy-5-triflouromethylaniline hydrochloric acid salt (0.53 g, 2.33 mmol) and acetonitrile (20 ml) was stirred at reflux for 40 h. The solvent was evaporated. Dichloromethane (50 ml) was added and the mixture was washed with saturated aqueous sodium hydrogen carbonate (50 ml). The organic phase was purified by chromatography using silica gel and a mixture of methanol (10%) and dichloromethane as eluent. The product was isolated as... Starting materials: C=O (formaldehyde), C=O (paraformaldehyde), BrC=1C=C(CN(C)C)C=CC1 (3-Bromo-N,N-dimethylbenzylamine), [Mg] (magnesium). Solvent: O1CCCC1 (tetrahydrofuran), O1CCCC1 (Tetrahydrofuran). Conditions: time 2.5 hour. The product is CN(C)CC=1C=C(CO)C=CC1 (3-(dimethylaminomethyl)benzyl alcohol). Isolated yield 78.0%. As a reaction SMILES: Br[C:2]1[CH:3]=[C:4]([CH:9]=[CH:10][CH:11]=1)[CH2:5][N:6]([CH3:8])[CH3:7].[Mg].[CH2:13]=[O:14]>O1CCCC1>[CH3:7][N:6]([CH2:5][C:4]1[CH:3]=[C:2]([CH:11]=[CH:10][CH:9]=1)[CH2:13][OH:14])[CH3:8]. Reported procedure: 3-Bromo-N,N-dimethylbenzylamine (21.4 g) was reacted with magnesium turnings (2.4 g) in dry tetrahydrofuran (75 ml). The mixture was cooled to 0° and gaseous formaldehyde (generated by heating 15 g paraformaldehyde in a stream of argon) was passed over the stirred solution. Tetrahydrofuran (25 ml) was added and the mixture was stirred at room temperature for 2.5 hours and acidified to pH 1. The mixture was extracted with aqueous 3N hydrochloric acid, and the aqueous extracts were made alkaline w...